Dataset: the Open Reaction Database (ORD), a public repository of structured organic reaction records. Task: describe an organic reaction: reactants, conditions, products, and yield Starting materials: ClCCl, COc1ccccc1, CCOC(C)=O, Cl, C[N+](=O)[O-], O=C(COc1ccccc1)NC1C(=O)N2C1SCN(S(=O)(=O)C(F)(F)F)C2C(=O)OCc1ccccc1. Product: O=C(COc1ccccc1)NC1C(=O)N2C1SCN(S(=O)(=O)C(F)(F)F)C2C(=O)O. As a reaction SMILES: [CH2:53]([Cl:54])[Cl:55].[CH3:38][O:39][c:40]1[cH:41][cH:42][cH:43][cH:44][cH:45]1.[CH3:46][CH2:47][O:48][C:49](=[O:50])[CH3:51].[ClH:52].[N+:56]([CH3:57])([O-:58])=[O:59].[O:1]([c:2]1[cH:3][cH:4][cH:5][cH:6][cH:7]1)[CH2:8][C:9](=[O:10])[NH:11][CH:12]1[CH:13]2[S:14][CH2:15][N:16]([S:31](=[O:32])(=[O:33])[C:34]([F:35])([F:36])[F:37])[CH:17]([C:21](=[O:22])[O:23][CH2:24][c:25]3[cH:26][cH:27][cH:28][cH:29][cH:30]3)[N:18]2[C:19]1=[O:20]>>[O:1]([c:2]1[cH:3][cH:4][cH:5][cH:6][cH:7]1)[CH2:8][C:9](=[O:10])[NH:11][CH:12]1[CH:13]2[S:14][CH2:15][N:16]([S:31](=[O:32])(=[O:33])[C:34]([F:35])([F:36])[F:37])[CH:17]([C:21](=[O:22])[OH:23])[N:18]2[C:19]1=[O:20].